Dataset: the Open Reaction Database (ORD), a public repository of structured organic reaction records. Task: describe an organic reaction: reactants, conditions, products, and yield The reactants are ClCCl (dichloromethane), C(C)OC(CN(C(CCOCCC1=CC=CC=C1)=O)CCC1=CC=CC=C1)OCC (N-(2,2-Diethyloxyethyl)-N-phenethyl-3-phenethyloxy-propanamide), resultant solution, Cl (hydrochloric acid). Run in O1CCOCC1 (dioxane). Product: O=CCN(C(CCOCCC1=CC=CC=C1)=O)CCC1=CC=CC=C1 (N-(2-Oxoethyl)-N-phenethyl-3-phenethyloxy-propanamide). RXN SMILES: C([O:3][CH:4](OCC)[CH2:5][N:6]([CH2:20][CH2:21][C:22]1[CH:27]=[CH:26][CH:25]=[CH:24][CH:23]=1)[C:7](=[O:19])[CH2:8][CH2:9][O:10][CH2:11][CH2:12][C:13]1[CH:18]=[CH:17][CH:16]=[CH:15][CH:14]=1)C.Cl.ClCCl>O1CCOCC1>[O:3]=[CH:4][CH2:5][N:6]([CH2:20][CH2:21][C:22]1[CH:23]=[CH:24][CH:25]=[CH:26][CH:27]=1)[C:7](=[O:19])[CH2:8][CH2:9][O:10][CH2:11][CH2:12][C:13]1[CH:14]=[CH:15][CH:16]=[CH:17][CH:18]=1. Reported procedure: N-(2,2-Diethyloxyethyl)-N-phenethyl-3-phenethyloxy-propanamide (Example 3a), 0.23 g) was dissolved in dioxane (5 mL) and treated with concentrated hydrochloric acid (1.5 mL) at ambient temperature. The resultant solution was stirred at ambient temperature for 2.5 hours. The reaction mixture was then poured into dichloromethane (20 mL) and washed with water (2×20 mL) and brine (20 mL). The organic layer was isolated, dried over anhydrous magnesium sulphate, filtered and concentrated to give the s... The reactants are O=C(O)c1cccc(Br)c1F, COC(OC)OC, CO, Cc1ccc(S(=O)(=O)O)cc1. The product is COC(=O)c1cccc(Br)c1F. As a reaction SMILES: [Br:1][c:2]1[c:3]([F:11])[c:4]([C:5](=[O:6])[OH:7])[cH:8][cH:9][cH:10]1.[CH3:12][O:13][CH:14]([O:15][CH3:16])[O:17][CH3:18].[CH3:30][OH:31].[c:19]1([CH3:20])[cH:21][cH:22][c:23]([S:24]([OH:25])(=[O:26])=[O:27])[cH:28][cH:29]1>>[Br:1][c:2]1[c:3]([F:11])[c:4]([C:5](=[O:6])[O:7][CH3:12])[cH:8][cH:9][cH:10]1.